This data is from the Open Reaction Database (ORD), a public repository of structured organic reaction records. The task is: describe an organic reaction: reactants, conditions, products, and yield Starting materials: ClC=1C=C(C=NC1OC=1N=CC2=CC=CC=C2C1)N (5-chloro-6-(isoquinolin-3-yloxy)pyridin-3-amine), ClC=1C=C(C=C(C1)Cl)S(=O)(=O)Cl (3,5-dichlorobenzene-1-sulfonyl chloride). The product is ClC=1C=C(C=C(C1)Cl)S(=O)(=O)NC=1C=NC(=C(C1)Cl)OC=1N=CC2=CC=CC=C2C1 (3,5-Dichloro-N-(5-chloro-6-(isoquinolin-3-yloxy)pyridin-3-yl)benzenesulfonamide). RXN SMILES: [Cl:1][C:2]1[CH:3]=[C:4]([NH2:19])[CH:5]=[N:6][C:7]=1[O:8][C:9]1[N:10]=[CH:11][C:12]2[C:17]([CH:18]=1)=[CH:16][CH:15]=[CH:14][CH:13]=2.[Cl:20][C:21]1[CH:22]=[C:23]([S:28](Cl)(=[O:30])=[O:29])[CH:24]=[C:25]([Cl:27])[CH:26]=1>>[Cl:27][C:25]1[CH:24]=[C:23]([S:28]([NH:19][C:4]2[CH:5]=[N:6][C:7]([O:8][C:9]3[N:10]=[CH:11][C:12]4[C:17]([CH:18]=3)=[CH:16][CH:15]=[CH:14][CH:13]=4)=[C:2]([Cl:1])[CH:3]=2)(=[O:29])=[O:30])[CH:22]=[C:21]([Cl:20])[CH:26]=1. Reported procedure: The title compound was prepared by reacting 5-chloro-6-(isoquinolin-3-yloxy)pyridin-3-amine (obtained as per procedure described in preparation 2) and 3,5-dichlorobenzene-1-sulfonyl chloride.